This data is from the Open Reaction Database (ORD), a public repository of structured organic reaction records. The task is: describe an organic reaction: reactants, conditions, products, and yield Reactants: C1CCOC1, CO, CCOC(=O)C1(c2cc(Cl)c(OCC(F)(F)F)c(-c3ccc(C(F)(F)F)cc3)c2)CCCC1, [Li+], [OH-], O, O. Yields the product O=C(O)C1(c2cc(Cl)c(OCC(F)(F)F)c(-c3ccc(C(F)(F)F)cc3)c2)CCCC1. As a reaction SMILES: [CH2:39]1[O:40][CH2:41][CH2:42][CH2:43]1.[CH3:37][OH:38].[Cl:1][c:2]1[cH:3][c:4]([C:24]2([C:29](=[O:30])[O:31][CH2:32][CH3:33])[CH2:25][CH2:26][CH2:27][CH2:28]2)[cH:5][c:6](-[c:14]2[cH:15][cH:16][c:17]([C:20]([F:21])([F:22])[F:23])[cH:18][cH:19]2)[c:7]1[O:8][CH2:9][C:10]([F:11])([F:12])[F:13].[Li+:36].[OH-:35].[OH2:34].[OH2:44]>>[Cl:1][c:2]1[cH:3][c:4]([C:24]2([C:29](=[O:30])[OH:31])[CH2:25][CH2:26][CH2:27][CH2:28]2)[cH:5][c:6](-[c:14]2[cH:15][cH:16][c:17]([C:20]([F:21])([F:22])[F:23])[cH:18][cH:19]2)[c:7]1[O:8][CH2:9][C:10]([F:11])([F:12])[F:13]. The reactants are OCCSC (2-Hydroxyethyl-methylsulfide), C([O-])([O-])=O.[Cs+].[Cs+] (cesium carbonate), N1=CC=CC2=CC=C3C=CC=NC3=C12 (phenantroline), [C@H]1(CCC2=CC=CC=C12)NC1=NC2=CC=CC(=C2C=C1)I ((R)-Indan-1-yl-(5-iodo-quinolin-2-yl)-amine). Reagents/catalysts: [Cu](I)I (copper iodide). Solvent: C1(=CC=CC=C1)C (toluene). Conditions: temperature 110 celsius, time 48 hour. The product is [C@H]1(CCC2=CC=CC=C12)NC1=NC2=CC=CC(=C2C=C1)OCCSC ((R)-Indan-1-yl-[5-(2-methylsulfanyl-ethoxy)-quinolin-2-yl]-amine). Isolated yield 38.0%. RXN SMILES: [C@H:1]1([NH:10][C:11]2[CH:20]=[CH:19][C:18]3[C:13](=[CH:14][CH:15]=[CH:16][C:17]=3I)[N:12]=2)[C:9]2[C:4](=[CH:5][CH:6]=[CH:7][CH:8]=2)[CH2:3][CH2:2]1.[OH:22][CH2:23][CH2:24][S:25][CH3:26].C(=O)([O-])[O-].[Cs+].[Cs+].N1C2C(=CC=C3C=2N=CC=C3)C=CC=1>C1(C)C=CC=CC=1.[Cu](I)I>[C@H:1]1([NH:10][C:11]2[CH:20]=[CH:19][C:18]3[C:13](=[CH:14][CH:15]=[CH:16][C:17]=3[O:22][CH2:23][CH2:24][S:25][CH3:26])[N:12]=2)[C:9]2[C:4](=[CH:5][CH:6]=[CH:7][CH:8]=2)[CH2:3][CH2:2]1 |f:2.3.4|. Procedure: (R)-Indan-1-yl-(5-iodo-quinolin-2-yl)-amine (250 mg, 0.6 mmol) were dissolved in toluene (2 mL). 2-Hydroxyethyl-methylsulfide (0.17 □L, 1.8 mmol), copper iodide (12 mg), cesium carbonate (420 mg, 1.2 mmol) and phenantroline (23 mg) were added. The reaction mixture was stirred for 48 h at 110° C. The reaction mixture was extracted with water (2×10 mL). The organic phase was dried on sodium sulfate and evaporated. The residue was subjected to column chromatography (silica gel, heptane:ethyl acetat... Starting materials: C(C)(=O)OC1=CC=C2[C@H]([C@@H](COC2=C1C)C1=CC=C(C=C1)OC)O (trans-7-acetoxy-4′-methoxy-8-methylisoflavan-4-ol), N1C=NC=C1 (imidazole), ( 20 ), ( 20 ), ( 20 ), ( 10 ), ( 100 ). Solvent: C(C)O (ethanol). Product: OC1=CC=C2[C@H]([C@@H](COC2=C1C)C1=CC=C(C=C1)OC)O (trans-7-Hydroxy-4′-methoxy-8-methylisoflavan-4-ol). Reaction SMILES: C([O:4][C:5]1[C:14]([CH3:15])=[C:13]2[C:8]([C@@H:9]([OH:24])[C@H:10]([C:16]3[CH:21]=[CH:20][C:19]([O:22][CH3:23])=[CH:18][CH:17]=3)[CH2:11][O:12]2)=[CH:7][CH:6]=1)(=O)C.N1C=CN=C1>C(O)C>[OH:4][C:5]1[C:14]([CH3:15])=[C:13]2[C:8]([C@@H:9]([OH:24])[C@H:10]([C:16]3[CH:21]=[CH:20][C:19]([O:22][CH3:23])=[CH:18][CH:17]=3)[CH2:11][O:12]2)=[CH:7][CH:6]=1. Procedure: trans-7-Hydroxy-4′-methoxy-8-methylisoflavan-4-ol was prepared from trans-7-acetoxy-4′-methoxy-8-methylisoflavan-4-ol (0.23 g, 0.7 mmol) and imidazole (0.28 g) in ethanol (2.1 ml) as described for cis- and trans-tetrahydrodaidzein. m.p. 162° C. Mass spectrum: 285 M, 5%); 268 (10); 151 (20); 135 (20); 134 (100); 119 (20). 1H NMR (d6-acetone): δ 1.97 (s, 3H, CH3), 3.00 (ddd, 1H, J 3.4 Hz, 7.2 Hz, 10.2 Hz, H3), 3.72 (s, 3H, OMe), 4.20 (dd, 1H J 7.5 Hz, 10.9 Hz, H2); 4.27 (m, 1H, H2), 4.73 (d, 1H, J... Reactants: C(=O)C1=C(C=CC=C1)C#CC1(CN2CCC1CC2)O[Si](C)(C)C (3-[2-(2-formylphenyl)ethynyl]-3-trimethylsilyloxyquinuclidine), C(CCC)[Li] (Butyl Lithium), C[Si](C)(C)C#C (trimethylsilylacetylene). Solvent: O1CCCC1 (tetrahydrofuran), C(C)(=O)OCC (ethyl acetate), CCCCCC (hexane), O1CCCC1 (tetrahydrofuran). Run at temperature -70 celsius, time 60 minute. Yields the product OC(C#C)C1=C(C=CC=C1)C#CC1(CN2CCC1CC2)O (3-[2-{2-(1-hydroxy-1-ethynylmethyl)phenyl}ethynyl]quinuclidin-3-ol). RXN SMILES: [CH2:1]([Li])[CH2:2]CC.C[Si](C#C)(C)C.[CH:12]([C:14]1[CH:19]=[CH:18][CH:17]=[CH:16][C:15]=1[C:20]#[C:21][C:22]1([O:30][Si](C)(C)C)[CH:27]2[CH2:28][CH2:29][N:24]([CH2:25][CH2:26]2)[CH2:23]1)=[O:13]>CCCCCC.O1CCCC1.C(OCC)(=O)C>[OH:13][CH:12]([C:14]1[CH:19]=[CH:18][CH:17]=[CH:16][C:15]=1[C:20]#[C:21][C:22]1([OH:30])[CH:27]2[CH2:28][CH2:29][N:24]([CH2:25][CH2:26]2)[CH2:23]1)[C:1]#[CH:2]. Procedure details: Butyl Lithium in hexane (1.6M, 3.4 ml) was added slowly to a stirred solution of trimethylsilylacetylene (1.0 g) in tetrahydrofuran (20 ml) at -70° C. under an atmosphere of argon. The reaction mixture was stirred at -70° C. for a further 60 minutes. A solution of 3-[2-(2-formylphenyl)ethynyl]-3-trimethylsilyloxyquinuclidine (1.3 g) in tetrahydrofuran (10 ml) was added slowly to the reaction mixture whilst maintaining the temperature at -70° C. The reaction mixture was allowed to warm to ambient... The reactants are O=C([O-])[O-], CCC(C)[BH-](C(C)CC)C(C)CC, [K+], [K+], [Li+], [Na+], C1CCOC1, [OH-], OO, O=C1c2ccccc2CCC1CN1CCC2(CC1)C(=O)NCN2c1ccccc1. The product is O=C1NCN(c2ccccc2)C12CCN(CC1CCc3ccccc3C1O)CC2. RXN SMILES: [C:48](=[O:49])([O-:50])[O-:51].[CH:30]([BH-:31]([CH:32]([CH2:33][CH3:34])[CH3:35])[CH:36]([CH2:37][CH3:38])[CH3:39])([CH2:40][CH3:41])[CH3:42].[K+:52].[K+:53].[Li+:43].[Na+:45].[O:54]1[CH2:55][CH2:56][CH2:57][CH2:58]1.[OH-:44].[OH:46][OH:47].[c:1]1([N:7]2[CH2:8][NH:9][C:10](=[O:29])[C:11]23[CH2:12][CH2:13][N:14]([CH2:17][CH:18]2[C:19](=[O:28])[c:20]4[cH:21][cH:22][cH:23][cH:24][c:25]4[CH2:26][CH2:27]2)[CH2:15][CH2:16]3)[cH:2][cH:3][cH:4][cH:5][cH:6]1>>[c:1]1([N:7]2[CH2:8][NH:9][C:10](=[O:29])[C:11]23[CH2:12][CH2:13][N:14]([CH2:17][CH:18]2[CH:19]([OH:28])[c:20]4[cH:21][cH:22][cH:23][cH:24][c:25]4[CH2:26][CH2:27]2)[CH2:15][CH2:16]3)[cH:2][cH:3][cH:4][cH:5][cH:6]1. Starting materials: COC(CCC1=C(C2=CN(N=C2C=C1)C)C(=O)OC)=O (methyl 5-(3-methoxy-3-oxopropyl)-2-methyl-2H-indazole-4-carboxylate), [OH-].[Na+] (sodium hydroxide), [H-].[Na+] (sodium hydride), Cl (hydrochloric acid). Reagents/catalysts: CO (methanol). The solvent is O1CCCC1 (tetrahydrofuran), O1CCCC1 (tetrahydrofuran). Reaction conditions: temperature 100 celsius, time 4 hour. Yields the product CN1N=C2C=CC3=C(C2=C1)C(CC3)=O (2-methyl-6,7-dihydrocyclopenta[e]indazol-8(2H)-one). Isolated yield 84.6%. RXN SMILES: [H-].[Na+].COC(=O)[CH2:6][CH2:7][C:8]1[CH:16]=[CH:15][C:14]2[C:10](=[CH:11][N:12]([CH3:17])[N:13]=2)[C:9]=1[C:18]([O:20]C)=O.Cl.[OH-].[Na+]>O1CCCC1.CO>[CH3:17][N:12]1[CH:11]=[C:10]2[C:14]([CH:15]=[CH:16][C:8]3[CH2:7][CH2:6][C:18](=[O:20])[C:9]=32)=[N:13]1 |f:0.1,4.5|. Reported procedure: To a suspension of 60% sodium hydride (145 mg, 3.62 mmol) in tetrahydrofuran (10 mL) were added a solution of methyl 5-(3-methoxy-3-oxopropyl)-2-methyl-2H-indazole-4-carboxylate (500 mg, 1.81 mmol) in tetrahydrofuran (10 mL) and methanol (1 drop), and the mixture was heated under reflux for 3 hr. The reaction solution was concentrated to dryness to give yellow-brown crystals. The obtained crystals were gradually added to 12M hydrochloric acid (5 mL) heated to 100° C., and the mixture was stirred... Starting materials: BrC=1C=C2C(=NC=NC2=CC1)O (6-bromoquinazolin-4-ol), COC1=C(C=CC=C1)B(O)O (2-methoxyphenylboronic acid), P(=O)([O-])([O-])[O-].[K+].[K+].[K+] (potassium phosphate). The solvent is CN(C)C=O (DMF). Run at temperature 150 celsius. Product: COC1=C(C=CC=C1)C=1C=C2C(=NC=NC2=CC1)O (6-(2-methoxyphenyl)quinazolin-4-ol). The yield is 98.1%. As a reaction SMILES: Br[C:2]1[CH:3]=[C:4]2[C:9](=[CH:10][CH:11]=1)[N:8]=[CH:7][N:6]=[C:5]2[OH:12].[CH3:13][O:14][C:15]1[CH:20]=[CH:19][CH:18]=[CH:17][C:16]=1B(O)O.P([O-])([O-])([O-])=O.[K+].[K+].[K+]>CN(C=O)C>[CH3:13][O:14][C:15]1[CH:20]=[CH:19][CH:18]=[CH:17][C:16]=1[C:2]1[CH:3]=[C:4]2[C:9](=[CH:10][CH:11]=1)[N:8]=[CH:7][N:6]=[C:5]2[OH:12] |f:2.3.4.5|. Procedure: A mixture of 6-bromoquinazolin-4-ol (227 mg, 1.01 mmol), 2-methoxyphenylboronic acid (307 mg, 2.02 mmol), 2.0 M potassium phosphate (aq) (1.5 mL, 3.0 mmol), and DMF (3 mL) in a 5 mL microwave tube was degassed under vacuum/Ar. A catalytic amount of tetrakis(triphenylphosphine)palladium(0) was added to the tube, the mixture was degassed again, the tube was sealed, and the reaction was heated at 150° C. in the microwave for 30 min. The resulting black mixture was filtered, then concentrated in-vac...